Dataset: the Open Reaction Database (ORD), a public repository of structured organic reaction records. Task: describe an organic reaction: reactants, conditions, products, and yield Reactants: BrC1=NN(C2=NC3=CC=C(C=C3C=C21)OC)C (3-bromo-6-methoxy-1-methyl-1H-pyrazolo[3,4-b]quinoline), cuprous bromide, CN1CCCC1 (N-methylpyrrolidine), ice water. Product: COC=1C=C2C=C3C(=NC2=CC1)N(N=C3C#N)C (6-methoxy-1-methyl-1H-pyrazolo[3,4-b]quinoline-3-carbonitrile). RXN SMILES: Br[C:2]1[C:14]2[C:5](=[N:6][C:7]3[C:12]([CH:13]=2)=[CH:11][C:10]([O:15][CH3:16])=[CH:9][CH:8]=3)[N:4]([CH3:17])[N:3]=1.[CH3:18][N:19]1CCCC1>>[CH3:16][O:15][C:10]1[CH:11]=[C:12]2[C:7](=[CH:8][CH:9]=1)[N:6]=[C:5]1[N:4]([CH3:17])[N:3]=[C:2]([C:18]#[N:19])[C:14]1=[CH:13]2. Procedure: A mixture of 32.0 g 3-bromo-6-methoxy-1-methyl-1H-pyrazolo[3,4-b]quinoline (Example 32) and 20.2 g cuprous bromide in 220 ml N-methylpyrrolidine was stirred and heated at reflux for 3 hours. The reaction mixture was poured into ice-water, and the solid product was collected by filtration. The latter product was treated with dilute aqueous sodium cyanide and purified by extraction with ethyl acetate and chromatography to give 4.5 g 6-methoxy-1-methyl-1H-pyrazolo[3,4-b]quinoline-3-carbonitrile, br... The reactants are BrC1=CC(=C(C=C1F)S(=O)(=O)NC(C)C)F (4-bromo-2,5-difluoro-N-isopropylbenzenesulfonamide), C(C)(C)(C)P(C(C)(C)C)C(C)(C)C (Tri-t-butylphosphine), C(#N)C1=CC=C(N1C)B(O)O (5-cyano-1-methyl-1H-pyrrol-2-ylboronic acid), [F-].[K+] (potassium fluoride). The reagents and catalysts are C=1C=CC(=CC1)/C=C/C(=O)/C=C/C2=CC=CC=C2.C=1C=CC(=CC1)/C=C/C(=O)/C=C/C2=CC=CC=C2.C=1C=CC(=CC1)/C=C/C(=O)/C=C/C2=CC=CC=C2.[Pd].[Pd] (tris(dibenzylideneacetone)dipalladium). Run at time 16 hour. The product is C(#N)C1=CC=C(N1C)C1=CC(=C(C=C1F)S(=O)(=O)NC(C)C)F (4-(5-cyano-1-methyl-1H-pyrrol-2-yl)-2,5-difluoro-N-isopropylbenzenesulfonamide). Isolated yield 14.1%. As a reaction SMILES: Br[C:2]1[C:7]([F:8])=[CH:6][C:5]([S:9]([NH:12][CH:13]([CH3:15])[CH3:14])(=[O:11])=[O:10])=[C:4]([F:16])[CH:3]=1.[C:17]([C:19]1[N:23]([CH3:24])[C:22](B(O)O)=[CH:21][CH:20]=1)#[N:18].[F-].[K+].C(P(C(C)(C)C)C(C)(C)C)(C)(C)C>C1C=CC(/C=C/C(/C=C/C2C=CC=CC=2)=O)=CC=1.C1C=CC(/C=C/C(/C=C/C2C=CC=CC=2)=O)=CC=1.C1C=CC(/C=C/C(/C=C/C2C=CC=CC=2)=O)=CC=1.[Pd].[Pd]>[C:17]([C:19]1[N:23]([CH3:24])[C:22]([C:2]2[C:7]([F:8])=[CH:6][C:5]([S:9]([NH:12][CH:13]([CH3:15])[CH3:14])(=[O:11])=[O:10])=[C:4]([F:16])[CH:3]=2)=[CH:21][CH:20]=1)#[N:18] |f:2.3,5.6.7.8.9|. Procedure: According to general procedure B, 4-bromo-2,5-difluoro-N-isopropylbenzenesulfonamide (150 mg, 0.5 mmol), 5-cyano-1-methyl-1H-pyrrol-2-ylboronic acid (90 mg, 0.60 mmol), potassium fluoride (96 mg, 1.65 mmol), and tris(dibenzylideneacetone)dipalladium (12 mg, 0.013 mmol) were placed in an oven dried flask under nitrogen and dry THF (1.3 mL) was added. Tri-t-butylphosphine (75 μL, 0.026 mmol, 10 wt % in hexane) was added and the reaction was stirred for 16 hours. Purification afforded 4-(5-cyano-1-... The reactants are COC=1C=C(C=CC1)C12CCCC(NC1)C2 (1-(3-methoxyphenyl)-6-azabicyclo[3,2,1]octane), C(C1=CC=CC=C1)(=O)CCCCl (3-benzoylpropyl chloride), C([O-])([O-])=O.[K+].[K+] (potassium carbonate), [I-].[K+] (potassium iodide), [O-2].[Al+3].[O-2].[O-2].[Al+3] (aluminium oxide). Run in C1(=CC=CC=C1)C (toluene), O (water), C1=CC=CC=C1 (benzene), C1=CC=CC=C1 (benzene). Product: Cl.COC=1C=C(C=CC1)C12CCCC(N(C1)CCCC(C1=CC=CC=C1)=O)C2 (1-(3-methoxyphenyl)- 6-(3-benzoylpropyl)-6-azabicyclo[3,2,1]octane hydrochloride). Isolated yield 32.9%. RXN SMILES: [CH3:1][O:2][C:3]1[CH:4]=[C:5]([C:9]23[CH2:16][CH:13]([NH:14][CH2:15]2)[CH2:12][CH2:11][CH2:10]3)[CH:6]=[CH:7][CH:8]=1.[C:17]([CH2:25][CH2:26][CH2:27][Cl:28])(=[O:24])[C:18]1[CH:23]=[CH:22][CH:21]=[CH:20][CH:19]=1.C(=O)([O-])[O-].[K+].[K+].[I-].[K+].[O-2].[Al+3].[O-2].[O-2].[Al+3]>C1C=CC=CC=1.O.C1(C)C=CC=CC=1>[ClH:28].[CH3:1][O:2][C:3]1[CH:4]=[C:5]([C:9]23[CH2:16][CH:13]([N:14]([CH2:27][CH2:26][CH2:25][C:17](=[O:24])[C:18]4[CH:23]=[CH:22][CH:21]=[CH:20][CH:19]=4)[CH2:15]2)[CH2:12][CH2:11][CH2:10]3)[CH:6]=[CH:7][CH:8]=1 |f:2.3.4,5.6,7.8.9.10.11,15.16|. Procedure details: A mixture of 0.8 g of 1-(3-methoxyphenyl)-6-azabicyclo[3,2,1]octane, 0.74 g of 3-benzoylpropyl chloride, 0.8 g of potassium carbonate, 0.05 g of potassium iodide and 20 ml of toluene is refluxed for 24 hours. After cooling, water is added to the mixture, and the aqueous mixture is extracted with ether. The ether extract is washed with water, dried and then evaporated to remove solvent. The residue thus obtained is dissolved in 2 ml of benzene. The benzene solution is poured onto a column of 50 g... Reaction SMILES: [Na].CC[O-].[Na+].[C:6]1([CH2:12][C:13]([N:15]([C:23]([CH3:31])([CH3:30])[C:24]2[CH:29]=[CH:28][CH:27]=[CH:26][CH:25]=2)[CH2:16][CH2:17][C:18]([O:20]CC)=O)=[O:14])[CH:11]=[CH:10][CH:9]=[CH:8][CH:7]=1>C(O)C>[CH3:30][C:23]([N:15]1[CH2:16][CH2:17][C:18](=[O:20])[CH:12]([C:6]2[CH:11]=[CH:10][CH:9]=[CH:8][CH:7]=2)[C:13]1=[O:14])([CH3:31])[C:24]1[CH:29]=[CH:28][CH:27]=[CH:26][CH:25]=1 |f:1.2,^1:0|. The product is CC(C1=CC=CC=C1)(C)N1C(C(C(CC1)=O)C1=CC=CC=C1)=O (1-(α,α-dimethylbenzyl)-3-phenyl-2,4-piperidinedione). Procedure details: 12.8 g of sodium metal was added to 500 ml of ethanol to prepare sodium ethylate, and 65.7 g (0.186 mol) of ethyl 3-(N-phenylacetyl-α,α-dimethylbenzylamino)propionate prepared by the method of Reference Example 17 was added thereto. The mixture was refluxed under heating for one hour. The reaction solution was cooled to room temperature, and then ethanol was distilled off under reduced pressure. The residue was poured into ice water and acidified with a 10% hydrochloric acid aqueous solution. Pr... The solvent is C(C)O (ethanol). Yield: 51.6%. Reactants: CC[O-].[Na+] (sodium ethylate), C1(=CC=CC=C1)CC(=O)N(CCC(=O)OCC)C(C1=CC=CC=C1)(C)C (ethyl 3-(N-phenylacetyl-α,α-dimethylbenzylamino)propionate), [Na] (sodium).